This data is from the Open Reaction Database (ORD), a public repository of structured organic reaction records. The task is: describe an organic reaction: reactants, conditions, products, and yield Reactants: O (water), [BH4-].[Na+] (sodium borohydride), O (water), CC=1C=CC2=C(C(C=3C(=NC=CC3)CC2)=O)C1 (7-methyl-10,11-dihydro-5H-benzo-[4,5]cyclohepta[1,2-b]pyridin-5-one). The solvent is C(C)O (ethanol). Conditions: time 1 hour. The product is OC1C2=C(CCC3=NC=CC=C31)C=CC(=C2)C (5-hydroxy-7-methyl-10,11-dihydro-5H-benzo[4,5]cyclohepta[1,2-b]pyridine). Yield: 93.1%. As a reaction SMILES: [CH3:1][C:2]1[CH:3]=[CH:4][C:5]2[CH2:15][CH2:14][C:9]3=[N:10][CH:11]=[CH:12][CH:13]=[C:8]3[C:7](=[O:16])[C:6]=2[CH:17]=1.[BH4-].[Na+].O>C(O)C>[OH:16][CH:7]1[C:8]2[C:9](=[N:10][CH:11]=[CH:12][CH:13]=2)[CH2:14][CH2:15][C:5]2[CH:4]=[CH:3][C:2]([CH3:1])=[CH:17][C:6]1=2 |f:1.2|. Reported procedure: 4.46 g of 7-methyl-10,11-dihydro-5H-benzo-[4,5]cyclohepta[1,2-b]pyridin-5-one was dissolved in 22 ml of ethanol. To the solution was added 0.39 g of sodium borohydride with water-cooling. The resulting mixture was stirred for 1 hour at room temperature. To the reaction mixture was added 44 ml of water. The resulting crystals were collected by filtration and dried to obtain 4.19 g of 5-hydroxy-7-methyl-10,11-dihydro-5H-benzo[4,5]cyclohepta[1,2-b]pyridine. They were recrystallized from ethanol to ... Reaction SMILES: [CH2:40]([Cl:41])[Cl:42].[F:1][C:2]([F:3])([F:4])[S:5](=[O:6])(=[O:7])[O:8][S:9]([C:10]([F:11])([F:12])[F:13])(=[O:14])=[O:15].[OH:16][c:17]1[cH:18][c:19]2[cH:20][cH:21][c:22]([C:27]3([CH3:33])[NH:28][C:29](=[O:32])[O:30][CH2:31]3)[cH:23][c:24]2[cH:25][cH:26]1.[cH:34]1[cH:35][cH:36][n:37][cH:38][cH:39]1>>[F:1][C:2]([F:3])([F:4])[S:5](=[O:6])(=[O:7])[O:8][c:17]1[cH:18][c:19]2[cH:20][cH:21][c:22]([C:27]3([CH3:33])[NH:28][C:29](=[O:32])[O:30][CH2:31]3)[cH:23][c:24]2[cH:25][cH:26]1. Reactants: ClCCl, O=S(=O)(OS(=O)(=O)C(F)(F)F)C(F)(F)F, CC1(c2ccc3cc(O)ccc3c2)COC(=O)N1, c1ccncc1. Product: CC1(c2ccc3cc(OS(=O)(=O)C(F)(F)F)ccc3c2)COC(=O)N1. Starting materials: COC(=O)c1c(O)c2ccc(Cl)cc2oc1=O, COCCO, Cl, NCC(=O)[O-], [Na+], O. Product: O=C(O)CNC(=O)c1c(O)c2ccc(Cl)cc2oc1=O. RXN SMILES: [CH3:1][O:2][C:3](=[O:4])[c:5]1[c:6](=[O:17])[o:7][c:8]2[cH:9][c:10]([Cl:16])[cH:11][cH:12][c:13]2[c:14]1[OH:15].[CH3:25][O:26][CH2:27][CH2:28][OH:29].[ClH:24].[NH2:18][CH2:19][C:20](=[O:21])[O-:22].[Na+:23].[OH2:30]>>[C:3](=[O:4])([c:5]1[c:6](=[O:17])[o:7][c:8]2[cH:9][c:10]([Cl:16])[cH:11][cH:12][c:13]2[c:14]1[OH:15])[NH:18][CH2:19][C:20](=[O:21])[OH:22]. The reactants are ClC=1N=CC2=CC=CC=C2C1 (3-chloroisoquinoline), N1CCC(CC1)CCO (2-(4-piperidyl)ethanol). Procedure: The process is performed as described in Example 4 (step 4.1). Starting with 1 g (6.11 mmol) of 3-chloroisoquinoline and 0.869 g (6.72 mmol) of 2-(4-piperidyl)ethanol, and after chromatography on silica gel, eluting with a 98/2 mixture of dichloromethane and methanol, 0.34 g of pure product is obtained in the form of an oil. Product: C1=NC(=CC2=CC=CC=C12)N1CCC(CC1)CCO (2-[1-(3-Isoquinolyl)-4-piperidyl]ethanol). RXN SMILES: Cl[C:2]1[N:3]=[CH:4][C:5]2[C:10]([CH:11]=1)=[CH:9][CH:8]=[CH:7][CH:6]=2.[NH:12]1[CH2:17][CH2:16][CH:15]([CH2:18][CH2:19][OH:20])[CH2:14][CH2:13]1>>[CH:4]1[C:5]2[C:10](=[CH:9][CH:8]=[CH:7][CH:6]=2)[CH:11]=[C:2]([N:12]2[CH2:17][CH2:16][CH:15]([CH2:18][CH2:19][OH:20])[CH2:14][CH2:13]2)[N:3]=1. The yield is 21.7%. The reactants are CC1(NC(OC12CCN(CC2)C(=O)OCC2=CC=CC=C2)=O)C (4,4-dimethyl-8-carbobenzyloxy-1-oxa-3,8-diazaspiro[4.5]decan-2-one). The reagents and catalysts are [Pd] (palladium on carbon). Run in C(C)O (ethanol). Reaction conditions: time 1 hour. The product is CC1(NC(OC12CCNCC2)=O)C (4,4-dimethyl-1-oxa-3,8-diazaspiro[4.5]decan-2-one). Isolated yield 100.9%. Reaction SMILES: [CH3:1][C:2]1([CH3:23])[C:6]2([CH2:11][CH2:10][N:9](C(OCC3C=CC=CC=3)=O)[CH2:8][CH2:7]2)[O:5][C:4](=[O:22])[NH:3]1>[Pd].C(O)C>[CH3:1][C:2]1([CH3:23])[C:6]2([CH2:11][CH2:10][NH:9][CH2:8][CH2:7]2)[O:5][C:4](=[O:22])[NH:3]1. Procedure: A mixture of 4.54 g 4,4-dimethyl-8-carbobenzyloxy-1-oxa-3,8-diazaspiro[4.5]decan-2-one, 75 ml ethanol and 1 g 5% palladium on carbon is hydrogenated at 60 psi and 50° for one hour. Filtration and evaporation affords 2.65 g 4,4-dimethyl-1-oxa-3,8-diazaspiro[4.5]decan-2-one, mp 238°-240°. Reactants: C([O-])(O)=O.[Na+] (sodium bicarbonate), C1(=CC=CC=C1)C(OC1CCN(CC1)CCCN)C1=CC=CC=C1 (4-(diphenylmethoxy)-1-piperidinepropanamine), C(C)OC(C(NC(=O)C1=NN2N=C(C=CC2=N1)Cl)(C)C)=O (N-(6-chloro[1,2,4]triazolo[1,5-b]pyridazine-2-carbonyl)-2,2-dimethylglycine ethyl ester), C(C)N(C(C)C)C(C)C (N-ethyldiisopropylamine), C(\C=C\C(=O)O)(=O)O (fumaric acid). Run in C(C)O (ethanol), CN(C=O)C (N,N-dimethylformamide). Reaction conditions: temperature 70 celsius, time 16 hour. Yields the product C(\C=C\C(=O)O)(=O)O.C(C)OC(C(NC(=O)C1=NN2N=C(C=CC2=N1)NCCCN1CCC(CC1)OC(C1=CC=CC=C1)C1=CC=CC=C1)(C)C)=O (N-[6-[3-[4-(diphenylmethoxy)piperidino]propylamino][1,2,4]triazolo[1,5-b]pyridazine-2-carbonyl]-2,2-dimethylglycine ethyl ester fumarate). Isolated yield 88.8%. Reaction SMILES: [C:1]1([CH:7]([C:19]2[CH:24]=[CH:23][CH:22]=[CH:21][CH:20]=2)[O:8][CH:9]2[CH2:14][CH2:13][N:12]([CH2:15][CH2:16][CH2:17][NH2:18])[CH2:11][CH2:10]2)[CH:6]=[CH:5][CH:4]=[CH:3][CH:2]=1.[CH2:25]([O:27][C:28](=[O:45])[C:29]([CH3:44])([CH3:43])[NH:30][C:31]([C:33]1[N:41]=[C:40]2[N:35]([N:36]=[C:37](Cl)[CH:38]=[CH:39]2)[N:34]=1)=[O:32])[CH3:26].C(N(C(C)C)C(C)C)C.C(=O)(O)[O-].[Na+].[C:60]([OH:67])(=[O:66])/[CH:61]=[CH:62]/[C:63]([OH:65])=[O:64]>CN(C)C=O.C(O)C>[C:60]([OH:67])(=[O:66])/[CH:61]=[CH:62]/[C:63]([OH:65])=[O:64].[CH2:25]([O:27][C:28](=[O:45])[C:29]([CH3:44])([CH3:43])[NH:30][C:31]([C:33]1[N:41]=[C:40]2[N:35]([N:36]=[C:37]([NH:18][CH2:17][CH2:16][CH2:15][N:12]3[CH2:13][CH2:14][CH:9]([O:8][CH:7]([C:1]4[CH:2]=[CH:3][CH:4]=[CH:5][CH:6]=4)[C:19]4[CH:24]=[CH:23][CH:22]=[CH:21][CH:20]=4)[CH2:10][CH2:11]3)[CH:38]=[CH:39]2)[N:34]=1)=[O:32])[CH3:26] |f:3.4,8.9|. Procedure details: 1.56 g of 4-(diphenylmethoxy)-1-piperidinepropanamine and 1.50 g of N-(6-chloro[1,2,4]triazolo[1,5-b]pyridazine-2-carbonyl)-2,2-dimethylglycine ethyl ester were dissolved in 20 ml of N,N-dimethylformamide; 1.65 ml of N-ethyldiisopropylamine was added, followed by stirring at 70° C. for 16 hours. After cooling, aqueous sodium bicarbonate was added, followed by extraction with ethyl acetate; the extract was washed with saturated saline and dried with magnesium sulfate. The dry product was concentr... The reactants are C(C)(C)(C)OC(=O)NCC(=O)O (N-(tert-Butoxycarbonyl)glycine), CCN=C=NCCCN(C)C (EDCI), C=1C=CC2=C(C1)N=NN2O (HOBt), NC1CCN(CC1)CC1=CC=CC=C1 (4- amino-1-benzylpiperidine), solution, [OH-].[Na+] (NaOH). The solvent is ClCCl (dichloromethane). Reaction conditions: time 12 hour. The product is C(C1=CC=CC=C1)N1CCC(CC1)NC(CNC(=O)OC(C)(C)C)=O (1-benzyl-4-[[N-(tert-butoxycarbonyl)glycyl]amino]piperidine). Yield: 94.8%. As a reaction SMILES: [C:1]([O:5][C:6]([NH:8][CH2:9][C:10]([OH:12])=O)=[O:7])([CH3:4])([CH3:3])[CH3:2].CCN=C=NCCCN(C)C.C1C=CC2N(O)N=NC=2C=1.[NH2:34][CH:35]1[CH2:40][CH2:39][N:38]([CH2:41][C:42]2[CH:47]=[CH:46][CH:45]=[CH:44][CH:43]=2)[CH2:37][CH2:36]1.[OH-].[Na+]>ClCCl>[CH2:41]([N:38]1[CH2:39][CH2:40][CH:35]([NH:34][C:10](=[O:12])[CH2:9][NH:8][C:6]([O:5][C:1]([CH3:2])([CH3:3])[CH3:4])=[O:7])[CH2:36][CH2:37]1)[C:42]1[CH:43]=[CH:44][CH:45]=[CH:46][CH:47]=1 |f:4.5|. Procedure: N-(tert-Butoxycarbonyl)glycine (3.48 g, 20 mmol), EDCI (4.02 g, 21 mmol) and HOBt (2.83 g, 21 mmol) were added to a dichloromethane (40 mL) solution of 4- amino-1-benzylpiperidine (3.80 g, 20 mmol). The resulting reaction mixture was stirred at room temperature for 12 hours, and a 2 M solution of NaOH was then added. The organic layer was separated, and the aqueous layer was extracted with dichloromethane (20 mL×2). The organic layers were combined, washed with water (20 mL) and brine (20 mL), d... The reactants are COC1=C(C=C(N)C=C1)Cl (4-methoxy-3-chloro-aniline), ClC1=CC=C2C(=CC=NC2=C1)N1CCNCC1 (7-chloro-4-piperazinylquinoline), ClC(=O)OC1=CC=C(C=C1)[N+](=O)[O-] (p-nitrophenyl chloroformate), C(C)(C)N(CC)C(C)C (diisopropylethyl amine). Yields the product ClC=1C=C(C=CC1OC)NC(=O)N1CCN(CC1)C1=CC=NC2=CC(=CC=C12)Cl (N-(3-Chloro-4-methoxyphenyl)-4-(7-chloro-4-quinolinyl)-1-piperazinecarboxamide). As a reaction SMILES: [CH3:1][O:2][C:3]1[CH:9]=[CH:8][C:6]([NH2:7])=[CH:5][C:4]=1[Cl:10].Cl[C:12](OC1C=CC([N+]([O-])=O)=CC=1)=[O:13].C(N(C(C)C)CC)(C)C.[Cl:33][C:34]1[CH:43]=[C:42]2[C:37]([C:38]([N:44]3[CH2:49][CH2:48][NH:47][CH2:46][CH2:45]3)=[CH:39][CH:40]=[N:41]2)=[CH:36][CH:35]=1>>[Cl:10][C:4]1[CH:5]=[C:6]([NH:7][C:12]([N:47]2[CH2:48][CH2:49][N:44]([C:38]3[C:37]4[C:42](=[CH:43][C:34]([Cl:33])=[CH:35][CH:36]=4)[N:41]=[CH:40][CH:39]=3)[CH2:45][CH2:46]2)=[O:13])[CH:8]=[CH:9][C:3]=1[O:2][CH3:1]. Procedure: As described for example 78, 4-methoxy-3-chloro-aniline, p-nitrophenyl chloroformate, diisopropylethyl amine, and 7-chloro-4-piperazinylquinoline are reacted to afford the product. LC-MS: 431 (M++1). 1H NMR (CDCl3) δ 8.78 (d, 1H), 8.05 (s, 1H), 7.95 (d, 1H), 7.50 (d, 1H), 7.45 (s, 1H), 7.22 (d, 1H), 6.90 (m, 2H), 6.38 (s, 1H), 3.85 (s, 3H), 3.80 (m, 4H), 3.25 (m, 4H).